Dataset: the Open Reaction Database (ORD), a public repository of structured organic reaction records. Task: describe an organic reaction: reactants, conditions, products, and yield The reactants are C(C)(C)(C)OC(=O)N[C@@H](C/C=C(/C(=O)OCC)\CCCF)C(=O)OC(C)(C)C (6-tert-Butyl 1-ethyl (E)-(S)-5-[(tert-butoxycarbonyl)amino]-2-(3-fluoropropyl)hex-2-enedioate), Cl (hydrochloric acid). Solvent: O (water). Product: N[C@@H](C/C=C(/C(=O)O)\CCCF)C(=O)O ((E)-(S)-5-Amino-2-(3-fluoropropyl)hex-2-enedioic acid). RXN SMILES: C(OC([NH:8][C@H:9]([C:22]([O:24]C(C)(C)C)=[O:23])[CH2:10]/[CH:11]=[C:12](\[CH2:18][CH2:19][CH2:20][F:21])/[C:13]([O:15]CC)=[O:14])=O)(C)(C)C.Cl>O>[NH2:8][C@H:9]([C:22]([OH:24])=[O:23])[CH2:10]/[CH:11]=[C:12](\[CH2:18][CH2:19][CH2:20][F:21])/[C:13]([OH:15])=[O:14]. Procedure: A mixture of 6-tert-Butyl 1-ethyl (E)-(S)-5-[(tert-butoxycarbonyl)amino]-2-(3-fluoropropyl)hex-2-enedioate (1e) (80.0 mg, 0.20 mmol) and 4 N aqueous hydrochloric acid (1 mL) was heated to reflux for 4 h. The mixture was then cooled to r.t., diluted with water (5 mL) and lyophilised. The crude product was purified by preparative HPLC (XBridge C18, 5 μm 150×19 mm, acetonitrile/water (0.1% TFA) gradient, 21 mL/min). Yield: 12.0 mg, 0.04 mmol, 19%.